This data is from the Open Reaction Database (ORD), a public repository of structured organic reaction records. The task is: describe an organic reaction: reactants, conditions, products, and yield The reactants are OCCC[C@@H]1CN(C[C@H]1NS(=O)(=O)C1=CC=C(C=C1)[N+](=O)[O-])C(=O)OC(C)(C)C (tert-butyl (3R*,4S*)-3-(3-hydroxypropyl)-4-{[(4-nitrophenyl)sulfonyl]amino}pyrrolidine-1-carboxylate), BrCCC(C)C (1-bromo-3-methylbutane), C(=O)([O-])[O-].[Cs+].[Cs+] (Cs2CO3). The solvent is O (H2O), CN(C)C=O (DMF). Run at temperature 85 celsius, time 3.5 hour. Yields the product OCCC[C@@H]1CN(C[C@H]1N(S(=O)(=O)C1=CC=C(C=C1)[N+](=O)[O-])CCC(C)C)C(=O)OC(C)(C)C (tert-Butyl (3R*,4S*)-3-(3-hydroxypropyl)-4-{(3-methylbutyl)[(4-nitrophenyl)sulfonyl]amino}pyrrolidine-1-carboxylate). As a reaction SMILES: [OH:1][CH2:2][CH2:3][CH2:4][C@H:5]1[C@H:9]([NH:10][S:11]([C:14]2[CH:19]=[CH:18][C:17]([N+:20]([O-:22])=[O:21])=[CH:16][CH:15]=2)(=[O:13])=[O:12])[CH2:8][N:7]([C:23]([O:25][C:26]([CH3:29])([CH3:28])[CH3:27])=[O:24])[CH2:6]1.Br[CH2:31][CH2:32][CH:33]([CH3:35])[CH3:34].C([O-])([O-])=O.[Cs+].[Cs+]>CN(C=O)C.O>[OH:1][CH2:2][CH2:3][CH2:4][C@H:5]1[C@H:9]([N:10]([CH2:31][CH2:32][CH:33]([CH3:35])[CH3:34])[S:11]([C:14]2[CH:15]=[CH:16][C:17]([N+:20]([O-:22])=[O:21])=[CH:18][CH:19]=2)(=[O:13])=[O:12])[CH2:8][N:7]([C:23]([O:25][C:26]([CH3:29])([CH3:28])[CH3:27])=[O:24])[CH2:6]1 |f:2.3.4|. Procedure details: To a mixture of tert-butyl (3R*,4S*)-3-(3-hydroxypropyl)-4-{[(4-nitrophenyl)sulfonyl]amino}pyrrolidine-1-carboxylate (0.82 g, 1.91 mmol) and 1-bromo-3-methylbutane (0.30 g, 2.0 mmol) in 8 mL DMF, Cs2CO3 (0.93 g, 2.86 mmol) was added and the mixture was stirred at 3.5 hours at 85° C. The mixture was diluted with H2O, extracted with CH2Cl2, the combined organic extracts were dried with Na2SO4 and evaporated. The residue was purified by column chromatography on silica gel eluting with 1→5% MeOH in ... Yields the product CCCNc1nc(C(F)(F)F)ccc1C=CC(=O)NC(C)c1ccc(NS(C)(=O)=O)c(F)c1. Reactants: CCCNc1nc(C(F)(F)F)ccc1C=CC(=O)O, Cl, CC(N)c1ccc(NS(C)(=O)=O)c(F)c1. Reaction SMILES: [CH2:17]([CH2:18][CH3:19])[NH:20][c:21]1[n:22][c:23]([C:32]([F:33])([F:34])[F:35])[cH:24][cH:25][c:26]1[CH:27]=[CH:28][C:29](=[O:30])[OH:31].[ClH:16].[NH2:1][CH:2]([CH3:3])[c:4]1[cH:5][c:6]([F:15])[c:7]([NH:10][S:11](=[O:12])(=[O:13])[CH3:14])[cH:8][cH:9]1>>[NH:1]([CH:2]([CH3:3])[c:4]1[cH:5][c:6]([F:15])[c:7]([NH:10][S:11](=[O:12])(=[O:13])[CH3:14])[cH:8][cH:9]1)[C:29]([CH:28]=[CH:27][c:26]1[c:21]([NH:20][CH2:17][CH2:18][CH3:19])[n:22][c:23]([C:32]([F:33])([F:34])[F:35])[cH:24][cH:25]1)=[O:30]. The reactants are COC(CCCCCNC(C=C1C=CC2=C(C3=C1C=CC=C3)C=CC=C2)=O)=O (6-(2-(5H-dibenzocyclohepten-5-ylidene)acetamido)hexanoic acid methyl ester), CO (CH3OH), solution, [Li+].[OH-] (LiOH), Cl (hydrochloric acid). The solvent is O (H2O). Reaction conditions: time 24 hour. The product is C1=CC=CC=2C(C=CC3=C(C21)C=CC=C3)=CC(=O)NCCCCCC(=O)O (6-(2-(5H-dibenzocyclohepten-5-ylidene)acetamido)hexanoic acid). Isolated yield 85.8%. RXN SMILES: C[O:2][C:3](=[O:28])[CH2:4][CH2:5][CH2:6][CH2:7][CH2:8][NH:9][C:10](=[O:27])[CH:11]=[C:12]1[C:18]2[CH:19]=[CH:20][CH:21]=[CH:22][C:17]=2[C:16]2[CH:23]=[CH:24][CH:25]=[CH:26][C:15]=2[CH:14]=[CH:13]1.CO.[Li+].[OH-].Cl>O>[CH:22]1[C:17]2[C:16]3[CH:23]=[CH:24][CH:25]=[CH:26][C:15]=3[CH:14]=[CH:13][C:12](=[CH:11][C:10]([NH:9][CH2:8][CH2:7][CH2:6][CH2:5][CH2:4][C:3]([OH:28])=[O:2])=[O:27])[C:18]=2[CH:19]=[CH:20][CH:21]=1 |f:2.3|. Reported procedure: 6-(2-(5H-dibenzocyclohepten-5-ylidene)acetamido)hexanoic acid methyl ester (375 mg, 1 mmol) and 300 ml of CH3OH were stirred at room temperature while 25 ml of 4 N solution of LiOH in H2O was added. The mixture was stirred for 24 hours at room temperature. The mixture was neutralized with concentrated hydrochloric acid to pH 7 and evaporated under vacuum to remove methanol. The residue was adjusted to pH 3 with concentrated hydrochloric acid. The solids were collected by vacuum filtration, washe... Conditions: temperature -15 celsius, time 48 hour. Run in O1CCCC1 (tetrahydrofuran), C(C)(=O)OCC (ethyl acetate). RXN SMILES: N[C@H](C(O)=O)C(C)(C)C.[BH4-].[Na+].[CH3:12][O:13][C:14]1[CH:19]=[CH:18][C:17]([CH:20]2[C:26](=[O:27])[C:25](=[O:28])[NH:24][C:23]3[CH:29]=[CH:30][CH:31]=[CH:32][C:22]=3[S:21]2)=[CH:16][CH:15]=1.Cl>C(OCC)(=O)C.O1CCCC1>[OH:27][C@H:26]1[C:25](=[O:28])[NH:24][C:23]2[CH:29]=[CH:30][CH:31]=[CH:32][C:22]=2[S:21][C@H:20]1[C:17]1[CH:18]=[CH:19][C:14]([O:13][CH3:12])=[CH:15][CH:16]=1 |f:1.2|. Yield: 62.4%. Reported procedure: A mixture of L-tert-leucine (393 mg), sodium borohydride (98 mg) and tetrahydrofuran (100 ml) is refluxed under nitrogen atmosphere for three hours. The mixture is cooled to -15° C., and thereto is added 2-(4-methoxyphenyl)-1,5-benzothiazepine-3,4(2H,5H)-dione (599 mg), and the mixture is further stirred at -15° C. for 48 hours. To the reaction solution are added 1N hydrochloric acid (10 ml) and ethyl acetate (20 ml), and the mixture is stirred for 30 minutes. The organic layer is separated, was... The reactants are N[C@@H](C(C)(C)C)C(=O)O (L-tert-leucine), [BH4-].[Na+] (sodium borohydride), COC1=CC=C(C=C1)C1SC2=C(NC(C1=O)=O)C=CC=C2 (2-(4-methoxyphenyl)-1,5-benzothiazepine-3,4(2H,5H)-dione), Cl (hydrochloric acid). Yields the product O[C@@H]1[C@@H](SC2=C(NC1=O)C=CC=C2)C2=CC=C(C=C2)OC ((2S,3S)-3-hydroxy-2-(4-methoxyphenyl)-2,3-dihydro-1,5-benzothiazepin-4(5H)-one). Reactants: ClC=1C=C(C(=O)OO)C=CC1 (3-Chloroperoxybenzoic acid), C(C1=CC=CC=C1)OC1=CC=2C3=C(C=NC2C=C1)N=C(N3CC(C)C)COC (8-benzyloxy-1-(2-methylpropyl)-2-methoxymethyl-1H-imidazo[4,5-c]quinoline), C([O-])([O-])=O.[Na+].[Na+] (sodium carbonate). The solvent is ClCCl (dichloromethane). Reaction conditions: time 2 hour. The product is C(C1=CC=CC=C1)OC1=CC=2C3=C(C=[N+](C2C=C1)[O-])N=C(N3CC(C)C)COC (8-benzyloxy-1-(2-methylpropyl)-2-methoxymethyl-5-oxido-1H-imidazo[4,5-c]quinoline). Isolated yield 98.2%. RXN SMILES: ClC1C=C(C=CC=1)C(OO)=[O:6].[CH2:12]([O:19][C:20]1[CH:29]=[CH:28][C:27]2[N:26]=[CH:25][C:24]3[N:30]=[C:31]([CH2:37][O:38][CH3:39])[N:32]([CH2:33][CH:34]([CH3:36])[CH3:35])[C:23]=3[C:22]=2[CH:21]=1)[C:13]1[CH:18]=[CH:17][CH:16]=[CH:15][CH:14]=1.C(=O)([O-])[O-].[Na+].[Na+]>ClCCl>[CH2:12]([O:19][C:20]1[CH:29]=[CH:28][C:27]2[N+:26]([O-:6])=[CH:25][C:24]3[N:30]=[C:31]([CH2:37][O:38][CH3:39])[N:32]([CH2:33][CH:34]([CH3:36])[CH3:35])[C:23]=3[C:22]=2[CH:21]=1)[C:13]1[CH:18]=[CH:17][CH:16]=[CH:15][CH:14]=1 |f:2.3.4|. Reported procedure: 3-Chloroperoxybenzoic acid (60% pure, 3.5 g, 12.3 mmol) was added portionwise to a solution of 8-benzyloxy-1-(2-methylpropyl)-2-methoxymethyl-1H-imidazo[4,5-c]quinoline (4.2 g, 11.19 mmol) in 200 mL of dichloromethane. The reaction was stirred at ambient temperature for 2 hours, and then 100 mL of 2% aqueous sodium carbonate was added. The aqueous layer was extracted with two 100 mL portions of dichloromethane and the organic fractions were combined, dried, and concentrated to give 4.3 g of crud... Starting materials: N[C@@H](CCCNC(N)=N)C(=O)O (L-arginine), OP(=O)(O)F (monofluorophosphoric acid), O (water), CO (methanol). The solvent is C(C)O (ethanol). Product: P(=O)(O)(O)F.N[C@@H](CCCNC(N)=N)C(=O)O (L-arginine monofluorophosphate). As a reaction SMILES: [NH2:1][C@H:2]([C:10]([OH:12])=[O:11])[CH2:3][CH2:4][CH2:5][NH:6][C:7](=[NH:9])[NH2:8].[OH:13][P:14]([F:17])([OH:16])=[O:15].O.CO>C(O)C>[P:14]([F:17])([OH:16])([OH:15])=[O:13].[NH2:1][C@H:2]([C:10]([OH:12])=[O:11])[CH2:3][CH2:4][CH2:5][NH:6][C:7](=[NH:8])[NH2:9] |f:5.6|. Reported procedure: L-arginine monofluorophosphate was prepared by combining 34.8 gm. of free-base L-arginine with 20 gm. of monofluorophosphoric acid in about 75 ml. of water. The resulting clear syrup was poured into 750 ml. of a mixture of methanol and ethanol. This was allowed to stand over night and the salt was collected by filtration. The resulting L-arginine monofluorophosphate was then rinsed with methanol and air dried.